This data is from the Open Reaction Database (ORD), a public repository of structured organic reaction records. The task is: describe an organic reaction: reactants, conditions, products, and yield Starting materials: C(C)(=O)OC=1C=C(C=C)C=C(C1)OC(C)=O (3,5-Diacetoxystyrene). Reagents/catalysts: [C].[Pd] (palladium-carbon). Solvent: C(C)(=O)OCC (ethyl acetate), C(C)O (ethanol). Product: C(C)(=O)OC1=CC(=CC(=C1)CC)OC(C)=O (1,3-diacetoxy-5-ethylbenzene). The yield is 76.9%. Reaction SMILES: [C:1]([O:4][C:5]1[CH:6]=[C:7]([CH:10]=[C:11]([O:13][C:14](=[O:16])[CH3:15])[CH:12]=1)[CH:8]=[CH2:9])(=[O:3])[CH3:2]>C(OCC)(=O)C.C(O)C.[C].[Pd]>[C:1]([O:4][C:5]1[CH:6]=[C:7]([CH2:8][CH3:9])[CH:10]=[C:11]([O:13][C:14](=[O:16])[CH3:15])[CH:12]=1)(=[O:3])[CH3:2] |f:3.4|. Procedure: 3,5-Diacetoxystyrene (580 mg) is dissolved in a mixture of ethyl acetate (6 ml) and ethanol (2 ml), and the mixture is subjected to catalytic reduction with using 10% palladium-carbon (51.4% aqueous, 50 mg) under atmospheric pressure. Two hours thereafter, the catalyst is removed by filtration, and the filtrate is concentrated under reduced pressure. The residue is purified by silica gel column chromatography (solvent; hexane/ethyl acetate) to give 1,3-diacetoxy-5-ethylbenzene (450 mg). Reactants: COc1cc(C(=O)c2nc(Br)c3ccccn23)ccc1[N+](=O)[O-], [C-]#N, [C-]#N, CN(C)C=O, [Zn+2], c1ccc(P(c2ccccc2)(c2ccccc2)[Pd](P(c2ccccc2)(c2ccccc2)c2ccccc2)(P(c2ccccc2)(c2ccccc2)c2ccccc2)P(c2ccccc2)(c2ccccc2)c2ccccc2)cc1. The product is COc1cc(C(=O)c2nc(C#N)c3ccccn23)ccc1[N+](=O)[O-]. As a reaction SMILES: [Br:1][c:2]1[n:3][c:4]([C:11](=[O:12])[c:13]2[cH:14][c:15]([O:22][CH3:23])[c:16]([N+:19](=[O:20])[O-:21])[cH:17][cH:18]2)[n:5]2[c:6]1[cH:7][cH:8][cH:9][cH:10]2.[C-:29]#[N:30].[C-:32]#[N:33].[CH3:24][N:25]([CH3:26])[CH:27]=[O:28].[Zn+2:31].[cH:34]1[cH:35][cH:36][c:37]([P:38]([Pd:39]([P:40]([c:41]2[cH:42][cH:43][cH:44][cH:45][cH:46]2)([c:47]2[cH:48][cH:49][cH:50][cH:51][cH:52]2)[c:53]2[cH:54][cH:55][cH:56][cH:57][cH:58]2)([P:59]([c:60]2[cH:61][cH:62][cH:63][cH:64][cH:65]2)([c:66]2[cH:67][cH:68][cH:69][cH:70][cH:71]2)[c:72]2[cH:73][cH:74][cH:75][cH:76][cH:77]2)[P:78]([c:79]2[cH:80][cH:81][cH:82][cH:83][cH:84]2)([c:85]2[cH:86][cH:87][cH:88][cH:89][cH:90]2)[c:91]2[cH:92][cH:93][cH:94][cH:95][cH:96]2)([c:97]2[cH:98][cH:99][cH:100][cH:101][cH:102]2)[c:103]2[cH:104][cH:105][cH:106][cH:107][cH:108]2)[cH:109][cH:110]1>>[c:2]1([C:24]#[N:25])[n:3][c:4]([C:11](=[O:12])[c:13]2[cH:14][c:15]([O:22][CH3:23])[c:16]([N+:19](=[O:20])[O-:21])[cH:17][cH:18]2)[n:5]2[c:6]1[cH:7][cH:8][cH:9][cH:10]2. Starting materials: C1CCOC1, Cc1cc(-c2ccc(C(F)(F)F)cc2)cc(-c2cccc(-c3cccc(S(=O)(=O)Cl)c3)n2)n1, CCOC(C)=O, NCCO. Product: Cc1cc(-c2ccc(C(F)(F)F)cc2)cc(-c2cccc(-c3cccc(S(=O)(=O)NCCO)c3)n2)n1. Reaction SMILES: [CH2:38]1[O:39][CH2:40][CH2:41][CH2:42]1.[CH3:1][c:2]1[cH:3][c:4](-[c:24]2[cH:25][cH:26][c:27]([C:30]([F:31])([F:32])[F:33])[cH:28][cH:29]2)[cH:5][c:6](-[c:8]2[n:9][c:10](-[c:14]3[cH:15][c:16]([S:20](=[O:21])(=[O:22])[Cl:23])[cH:17][cH:18][cH:19]3)[cH:11][cH:12][cH:13]2)[n:7]1.[CH3:43][CH2:44][O:45][C:46]([CH3:47])=[O:48].[NH2:34][CH2:35][CH2:36][OH:37]>>[CH3:1][c:2]1[cH:3][c:4](-[c:24]2[cH:25][cH:26][c:27]([C:30]([F:31])([F:32])[F:33])[cH:28][cH:29]2)[cH:5][c:6](-[c:8]2[n:9][c:10](-[c:14]3[cH:15][c:16]([S:20](=[O:21])(=[O:22])[NH:34][CH2:35][CH2:36][OH:37])[cH:17][cH:18][cH:19]3)[cH:11][cH:12][cH:13]2)[n:7]1. The reactants are O=[N+]([O-])c1ccc(Oc2cc3cn(C4CCCCO4)nc3cc2Br)c(F)c1, Cc1ccccc1-c1ccccc1P(C(C)(C)C)C(C)(C)C, CCOC(C)=O, CC1(C)CNCCO1, Cl, [K+], N#N, O=C(C=Cc1ccccc1)C=Cc1ccccc1, O=C(C=Cc1ccccc1)C=Cc1ccccc1, O=C(C=Cc1ccccc1)C=Cc1ccccc1, [OH-], O, [Pd], [Pd]. Yields the product CC1(C)CN(c2cc3nn(C4CCCCO4)cc3cc2Oc2ccc([N+](=O)[O-])cc2F)CCO1. RXN SMILES: [Br:1][c:2]1[c:3]([O:17][c:18]2[c:19]([F:27])[cH:20][c:21]([N+:24](=[O:25])[O-:26])[cH:22][cH:23]2)[cH:4][c:5]2[cH:6][n:7]([CH:11]3[O:12][CH2:13][CH2:14][CH2:15][CH2:16]3)[n:8][c:9]2[cH:10]1.[C:30]([P:31]([C:32]([CH3:33])([CH3:34])[CH3:35])[c:36]1[cH:37][cH:38][cH:39][cH:40][c:41]1-[c:42]1[cH:43][cH:44][cH:45][cH:46][c:47]1[CH3:48])([CH3:49])([CH3:50])[CH3:51].[CH3:120][CH2:121][O:122][C:123]([CH3:124])=[O:125].[CH3:53][C:54]1([CH3:60])[O:55][CH2:56][CH2:57][NH:58][CH2:59]1.[ClH:52].[K+:62].[N:28]#[N:29].[O:102]=[C:103]([CH:104]=[CH:105][c:106]1[cH:107][cH:108][cH:109][cH:110][cH:111]1)[CH:112]=[CH:113][c:114]1[cH:115][cH:116][cH:117][cH:118][cH:119]1.[O:66]=[C:67]([CH:68]=[CH:69][c:70]1[cH:71][cH:72][cH:73][cH:74][cH:75]1)[CH:76]=[CH:77][c:78]1[cH:79][cH:80][cH:81][cH:82][cH:83]1.[O:84]=[C:85]([CH:86]=[CH:87][c:88]1[cH:89][cH:90][cH:91][cH:92][cH:93]1)[CH:94]=[CH:95][c:96]1[cH:97][cH:98][cH:99][cH:100][cH:101]1.[OH-:61].[OH2:63].[Pd:64].[Pd:65]>>[c:2]1([N:58]2[CH2:57][CH2:56][O:55][C:54]([CH3:53])([CH3:60])[CH2:59]2)[c:3]([O:17][c:18]2[c:19]([F:27])[cH:20][c:21]([N+:24](=[O:25])[O-:26])[cH:22][cH:23]2)[cH:4][c:5]2[cH:6][n:7]([CH:11]3[O:12][CH2:13][CH2:14][CH2:15][CH2:16]3)[n:8][c:9]2[cH:10]1. Starting materials: ClC(Cl)Cl, O=S(=O)(O)Cl, ClCCl, [Na+], [Na+], [Na+], c1ccc(OCCCN2CCOCC2)cc1, O=P([O-])([O-])[O-]. Product: O=S(=O)(Cl)c1ccc(OCCCN2CCOCC2)cc1. As a reaction SMILES: [CH:33]([Cl:34])([Cl:35])[Cl:36].[Cl:17][S:18](=[O:19])(=[O:20])[OH:21].[Cl:22][CH2:23][Cl:24].[Na+:30].[Na+:31].[Na+:32].[O:1]([c:2]1[cH:3][cH:4][cH:5][cH:6][cH:7]1)[CH2:8][CH2:9][CH2:10][N:11]1[CH2:12][CH2:13][O:14][CH2:15][CH2:16]1.[P:25]([O-:26])([O-:27])([O-:28])=[O:29]>>[O:1]([c:2]1[cH:3][cH:4][c:5]([S:18]([Cl:17])(=[O:19])=[O:20])[cH:6][cH:7]1)[CH2:8][CH2:9][CH2:10][N:11]1[CH2:12][CH2:13][O:14][CH2:15][CH2:16]1. The reactants are C(C1=CC=CC=C1)=O (benzaldehyde), BrC(C(=O)OCC)(F)F (ethyl 2-bromo-2,2-difluoroacetate), C1CCOC1 (THF). The reagents and catalysts are [Zn] (zinc). The solvent is CCOCC (ether). Run at time 8 hour. Product: FC(C(=O)OCC)(C(C1=CC=CC=C1)O)F (ethyl 2,2-difluoro-3-hydroxy-3-phenylpropanoate). The yield is 53.8%. RXN SMILES: [CH:1](=[O:8])[C:2]1[CH:7]=[CH:6][CH:5]=[CH:4][CH:3]=1.Br[C:10]([F:17])([F:16])[C:11]([O:13][CH2:14][CH3:15])=[O:12].C1COCC1>CCOCC.[Zn]>[F:16][C:10]([F:17])([CH:1]([OH:8])[C:2]1[CH:7]=[CH:6][CH:5]=[CH:4][CH:3]=1)[C:11]([O:13][CH2:14][CH3:15])=[O:12]. Reported procedure: A stirred suspension of zinc (0.981 g, 15.00 mmol) in a solution of benzaldehyde (0.531 g, 5 mmol) and ethyl 2-bromo-2,2-difluoroacetate (1.522 g, 7.50 mmol) in an. THF (10 mL) was sonicated for 4-5 h and then stirred at rt overnight. The reaction was cooled and diluted with ether and washed with 1 N HCl, water, brine and dried (MgSO4). Evaporation of solvents afforded a clear oil which was purified by silica gel FCC (0-10% EtOAc in DCM) to afford ethyl 2,2-difluoro-3-hydroxy-3-phenylpropanoate ... Starting materials: CC12Cc3c([nH]c4ccc(OC(F)F)cc34)C(c3cccc(O)c3)N1C(=O)N(CCBr)C2=O, CN, C1CCOC1. Product: CNCCN1C(=O)N2C(c3cccc(O)c3)c3[nH]c4ccc(OC(F)F)cc4c3CC2(C)C1=O. RXN SMILES: [Br:1][CH2:2][CH2:3][N:4]1[C:5](=[O:33])[C:6]2([CH3:32])[N:7]([CH:8]([c:23]3[cH:24][c:25]([OH:29])[cH:26][cH:27][cH:28]3)[c:9]3[nH:10][c:11]4[cH:12][cH:13][c:14]([O:19][CH:20]([F:21])[F:22])[cH:15][c:16]4[c:17]3[CH2:18]2)[C:30]1=[O:31].[CH3:34][NH2:35].[O:36]1[CH2:37][CH2:38][CH2:39][CH2:40]1>>[CH2:2]([CH2:3][N:4]1[C:5](=[O:33])[C:6]2([CH3:32])[N:7]([CH:8]([c:23]3[cH:24][c:25]([OH:29])[cH:26][cH:27][cH:28]3)[c:9]3[nH:10][c:11]4[cH:12][cH:13][c:14]([O:19][CH:20]([F:21])[F:22])[cH:15][c:16]4[c:17]3[CH2:18]2)[C:30]1=[O:31])[NH:35][CH3:34]. Starting materials: C1(=CC=CC=C1)C(C(=O)O)CO[Si](C(C)C)(C(C)C)C(C)C (2-phenyl-3-(triisopropylsilyloxy)propanoic acid), C(CCl)Cl (EDC), NC=1C=C2C=CN=CC2=CC1 (6-aminoisoquinoline). The reagents and catalysts are CN(C)C=1C=CN=CC1 (DMAP). Solvent: N1=CC=CC=C1 (pyridine). Reaction conditions: time 8 hour. Yields the product C1=NC=CC2=CC(=CC=C12)NC(C(CO[Si](C(C)C)(C(C)C)C(C)C)C1=CC=CC=C1)=O (N-(isoquinolin-6-yl)-2-phenyl-3-(triisopropylsilyloxy)propanamide). As a reaction SMILES: [C:1]1([CH:7]([CH2:11][O:12][Si:13]([CH:20]([CH3:22])[CH3:21])([CH:17]([CH3:19])[CH3:18])[CH:14]([CH3:16])[CH3:15])[C:8](O)=[O:9])[CH:6]=[CH:5][CH:4]=[CH:3][CH:2]=1.C(Cl)CCl.[NH2:27][C:28]1[CH:29]=[C:30]2[C:35](=[CH:36][CH:37]=1)[CH:34]=[N:33][CH:32]=[CH:31]2>N1C=CC=CC=1.CN(C1C=CN=CC=1)C>[CH:34]1[C:35]2[C:30](=[CH:29][C:28]([NH:27][C:8](=[O:9])[CH:7]([C:1]3[CH:2]=[CH:3][CH:4]=[CH:5][CH:6]=3)[CH2:11][O:12][Si:13]([CH:17]([CH3:19])[CH3:18])([CH:20]([CH3:22])[CH3:21])[CH:14]([CH3:15])[CH3:16])=[CH:37][CH:36]=2)[CH:31]=[CH:32][N:33]=1. Reported procedure: To 2-phenyl-3-(triisopropylsilyloxy)propanoic acid (E400) in pyridine was added EDC, DMAP, and 6-aminoisoquinoline, and the solution was flushed with N2, capped, and stirred overnight. The mixture was poured into NaHCO3(sat) and extracted with EtOAC. The combined organics were dried (Na2SO4), filtered, and evaporated. Column chromatography (3-4% MeOH/CH2Cl2) gave pure N-(isoquinolin-6-yl)-2-phenyl-3-(triisopropylsilyloxy)propanamide (E401). Reactants: COC(=O)c1cccc(N)c1Br, CC1CC(=O)CC(=O)C1, CCOC(C)=O. The product is COC(=O)c1cccc(NC2=CC(=O)CC(C)C2)c1Br. As a reaction SMILES: [Br:1][c:2]1[c:3]([C:4](=[O:5])[O:6][CH3:7])[cH:8][cH:9][cH:10][c:11]1[NH2:12].[CH3:13][CH:14]1[CH2:15][C:16](=[O:21])[CH2:17][C:18](=[O:20])[CH2:19]1.[CH3:22][CH2:23][O:24][C:25](=[O:26])[CH3:27]>>[Br:1][c:2]1[c:3]([C:4](=[O:5])[O:6][CH3:7])[cH:8][cH:9][cH:10][c:11]1[NH:12][C:16]1=[CH:17][C:18](=[O:20])[CH2:19][CH:14]([CH3:13])[CH2:15]1.